Task: describe an organic reaction: reactants, conditions, products, and yield. Dataset: the Open Reaction Database (ORD), a public repository of structured organic reaction records Reactants: [Si](C)(C)(C(C)(C)C)N1C(C[C@H]1C#C)=O (1-tert-butyldimethylsilyl-4(S)-ethynyl-2-azetidinone), C[Si](C)(C)N=[N+]=[N-] (trimethylsilylazide). Run at temperature 80 celsius. The product is [Si](C)(C)(C(C)(C)C)N1C(C[C@H]1C1=NNN=C1)=O (1-tert-butyldimethylsilyl-4(S)-(2H-1,2,3-triazol-4-yl)-2-azetidinone). Isolated yield 8.3%. RXN SMILES: [Si:1]([N:8]1[C@H:11]([C:12]#[CH:13])[CH2:10][C:9]1=[O:14])([C:4]([CH3:7])([CH3:6])[CH3:5])([CH3:3])[CH3:2].C[Si]([N:19]=[N+:20]=[N-:21])(C)C>>[Si:1]([N:8]1[C@H:11]([C:12]2[CH:13]=[N:21][NH:20][N:19]=2)[CH2:10][C:9]1=[O:14])([C:4]([CH3:7])([CH3:6])[CH3:5])([CH3:3])[CH3:2]. Reported procedure: A mixture of 1-tert-butyldimethylsilyl-4(S)-ethynyl-2-azetidinone (3.0 g) and trimethylsilylazide (15 ml) was heated at 80° C. for 20 hours. The reaction mixture was allowed to room temperature and evaporated in vacuo. The residue was purified by column chromatography on silica gel eluting with n-hexane ethyl acetate=(1:1) to give 1-tert-butyldimethylsilyl-4(S)-(2H-1,2,3-triazol-4-yl)-2-azetidinone (0.3 g, 8.3%) as a pale yellow solid. Reactants: C(C)(=O)OCC(C1=C(C=C(C=C1)Br)F)Br (2-bromo-2-(4-bromo-2-fluorophenyl)ethyl acetate), C([O-])([O-])=O.[K+].[K+] (potassium carbonate), Cl.C1(CC1)N1C(COC2(C1)CCNCC2)=O (4-cyclopropyl-1-oxa-4,9-diazaspiro[5.5]undecan-3-one hydrochloride). Run in CN(C=O)C (N,N-dimethylformamide), O (water). Conditions: time 8 hour. Product: C(C)(=O)OCC(N1CCC2(CN(C(CO2)=O)C2CC2)CC1)C1=C(C=C(C=C1)Br)F (2-(4-bromo-2-fluorophenyl)-2-(4-cyclopropyl-3-oxo-1-oxa-4,9-diazaspiro[5.5]undecan-9-yl)ethyl acetate). Isolated yield 84.5%. Reaction SMILES: [C:1]([O:4][CH2:5][CH:6](Br)[C:7]1[CH:12]=[CH:11][C:10]([Br:13])=[CH:9][C:8]=1[F:14])(=[O:3])[CH3:2].C(=O)([O-])[O-].[K+].[K+].Cl.[CH:23]1([N:26]2[CH2:31][C:30]3([CH2:36][CH2:35][NH:34][CH2:33][CH2:32]3)[O:29][CH2:28][C:27]2=[O:37])[CH2:25][CH2:24]1>CN(C)C=O.O>[C:1]([O:4][CH2:5][CH:6]([C:7]1[CH:12]=[CH:11][C:10]([Br:13])=[CH:9][C:8]=1[F:14])[N:34]1[CH2:35][CH2:36][C:30]2([O:29][CH2:28][C:27](=[O:37])[N:26]([CH:23]3[CH2:24][CH2:25]3)[CH2:31]2)[CH2:32][CH2:33]1)(=[O:3])[CH3:2] |f:1.2.3,4.5|. Procedure details: A solution of 2-bromo-2-(4-bromo-2-fluorophenyl)ethyl acetate (0.971 mmol) in N,N-dimethylformamide (5 mL) was treated with potassium carbonate (2.91 mmol) and 4-cyclopropyl-1-oxa-4,9-diazaspiro[5.5]undecan-3-one hydrochloride (1.019 mmol). The reaction was allowed to stir at room temperature overnight. The reaction solution was then diluted with water (50 mL) and was extracted four times with ethyl acetate. The combined organic layer was washed four times with water, twice with brine, dried ove... The reactants are COC([C@@H](CCC(=O)C1=CC(=CC=C1)F)NC(=O)OC(C)(C)C)=O ((2R)-2-tert-butoxycarbonylamino-5-(3-fluoro-phenyl)-5-oxo-pentanoic acid methyl ester), C(=O)(C(F)(F)F)O (TFA). Run in C(Cl)Cl (CH2Cl2). Run at temperature 0 celsius, time 2 hour. Yields the product COC(=O)[C@@H]1N=C(CC1)C1=CC(=CC=C1)F ((2R)-5-(3-fluoro-phenyl)-3,4-dihydro-2H-pyrrole-2-carboxylic acid methyl ester). Reaction SMILES: [CH3:1][O:2][C:3](=[O:24])[C@H:4]([NH:16]C(OC(C)(C)C)=O)[CH2:5][CH2:6][C:7]([C:9]1[CH:14]=[CH:13][CH:12]=[C:11]([F:15])[CH:10]=1)=O.C(O)(C(F)(F)F)=O>C(Cl)Cl>[CH3:1][O:2][C:3]([C@H:4]1[CH2:5][CH2:6][C:7]([C:9]2[CH:14]=[CH:13][CH:12]=[C:11]([F:15])[CH:10]=2)=[N:16]1)=[O:24]. Procedure details: To a solution of (2R)-2-tert-butoxycarbonylamino-5-(3-fluoro-phenyl)-5-oxo-pentanoic acid methyl ester (0.57 g, 1.7 mmol) in 1.7 mL of CH2Cl2 at 0° C. was added dropwise 3.8 mL (49 mmol, 29 eq) of TFA. The mixture was stirred at 0° C. for 2 hr. After concentration under vacuum, the residue was dissolved in CH2Cl2 (30 mL), washed with 10% NaHCO3, water, and brine, dried (Na2SO4) and concentrated under vacuum to give (2R)-5-(3-fluoro-phenyl)-3,4-dihydro-2H-pyrrole-2-carboxylic acid methyl ester as... Reactants: Cn1cc(Br)cc(Nc2ccc3c(n2)CCN(C2COC2)C3)c1=O, CC(=O)OCc1c(B2OC(C)(C)C(C)(C)O2)cc(F)cc1N1CCn2c(cc3c2CC(C)(C)C3)C1=O, O=C([O-])[O-], COCCOC, [Na+], [Na+], c1ccc(P(c2ccccc2)(c2ccccc2)[Pd](P(c2ccccc2)(c2ccccc2)c2ccccc2)(P(c2ccccc2)(c2ccccc2)c2ccccc2)P(c2ccccc2)(c2ccccc2)c2ccccc2)cc1. Product: CC(=O)OCc1c(-c2cc(Nc3ccc4c(n3)CCN(C3COC3)C4)c(=O)n(C)c2)cc(F)cc1N1CCn2c(cc3c2CC(C)(C)C3)C1=O. RXN SMILES: [Br:1][c:2]1[cH:3][c:4]([NH:10][c:11]2[n:12][c:13]3[c:18]([cH:19][cH:20]2)[CH2:17][N:16]([CH:21]2[CH2:22][O:23][CH2:24]2)[CH2:15][CH2:14]3)[c:5](=[O:9])[n:6]([CH3:8])[cH:7]1.[C:25]([CH3:26])(=[O:27])[O:28][CH2:29][c:30]1[c:31]([B:52]2[O:53][C:54]([CH3:55])([CH3:56])[C:57]([CH3:58])([CH3:59])[O:60]2)[cH:32][c:33]([F:51])[cH:34][c:35]1[N:36]1[C:37](=[O:50])[c:38]2[cH:39][c:40]3[c:44]([n:45]2[CH2:46][CH2:47]1)[CH2:43][C:42]([CH3:48])([CH3:49])[CH2:41]3.[C:61](=[O:62])([O-:63])[O-:64].[CH3:67][O:68][CH2:69][CH2:70][O:71][CH3:72].[Na+:65].[Na+:66].[cH:73]1[cH:74][cH:75][c:76]([P:77]([Pd:78]([P:79]([c:80]2[cH:81][cH:82][cH:83][cH:84][cH:85]2)([c:86]2[cH:87][cH:88][cH:89][cH:90][cH:91]2)[c:92]2[cH:93][cH:94][cH:95][cH:96][cH:97]2)([P:98]([c:99]2[cH:100][cH:101][cH:102][cH:103][cH:104]2)([c:105]2[cH:106][cH:107][cH:108][cH:109][cH:110]2)[c:111]2[cH:112][cH:113][cH:114][cH:115][cH:116]2)[P:117]([c:118]2[cH:119][cH:120][cH:121][cH:122][cH:123]2)([c:124]2[cH:125][cH:126][cH:127][cH:128][cH:129]2)[c:130]2[cH:131][cH:132][cH:133][cH:134][cH:135]2)([c:136]2[cH:137][cH:138][cH:139][cH:140][cH:141]2)[c:142]2[cH:143][cH:144][cH:145][cH:146][cH:147]2)[cH:148][cH:149]1>>[c:2]1(-[c:31]2[c:30]([CH2:29][O:28][C:25]([CH3:26])=[O:27])[c:35]([N:36]3[C:37](=[O:50])[c:38]4[cH:39][c:40]5[c:44]([n:45]4[CH2:46][CH2:47]3)[CH2:43][C:42]([CH3:48])([CH3:49])[CH2:41]5)[cH:34][c:33]([F:51])[cH:32]2)[cH:3][c:4]([NH:10][c:11]2[n:12][c:13]3[c:18]([cH:19][cH:20]2)[CH2:17][N:16]([CH:21]2[CH2:22][O:23][CH2:24]2)[CH2:15][CH2:14]3)[c:5](=[O:9])[n:6]([CH3:8])[cH:7]1. Product: COCC(NC(=O)c1ccc(C(=O)N2CCCC2)c(C)c1)c1nc2cc(Cl)ccc2[nH]1. Reaction SMILES: [B-:18]([F:19])([F:20])([F:21])[F:22].[CH3:1][c:2]1[cH:3][c:4]([C:5](=[O:6])[OH:7])[cH:8][cH:9][c:10]1[C:11](=[O:12])[N:13]1[CH2:14][CH2:15][CH2:16][CH2:17]1.[CH3:65][N:66]([CH3:67])[CH:68]=[O:69].[CH3:70][OH:71].[CH:40]([N:41]([CH:42]([CH3:43])[CH3:44])[CH2:45][CH3:46])([CH3:47])[CH3:48].[Cl:49][c:50]1[cH:51][c:52]2[c:53]([nH:54][c:55]([CH:57]([CH2:58][O:59][CH3:60])[NH2:61])[n:56]2)[cH:62][cH:63]1.[Cl:64].[Cl:72][CH2:73][Cl:74].[n:23]1([O:24][C:25]([N:26]([CH3:27])[CH3:28])=[N+:29]([CH3:30])[CH3:31])[c:32]2[cH:33][cH:34][cH:35][cH:36][c:37]2[n:38][n:39]1>>[CH3:1][c:2]1[cH:3][c:4]([C:5](=[O:7])[NH:61][CH:57]([c:55]2[nH:54][c:53]3[c:52]([cH:51][c:50]([Cl:49])[cH:63][cH:62]3)[n:56]2)[CH2:58][O:59][CH3:60])[cH:8][cH:9][c:10]1[C:11](=[O:12])[N:13]1[CH2:14][CH2:15][CH2:16][CH2:17]1. Starting materials: F[B-](F)(F)F, Cc1cc(C(=O)O)ccc1C(=O)N1CCCC1, CN(C)C=O, CO, CCN(C(C)C)C(C)C, COCC(N)c1nc2cc(Cl)ccc2[nH]1, Cl, ClCCl, CN(C)C(On1nnc2ccccc21)=[N+](C)C. Reactants: [Si](C)(C)(C(C)(C)C)O[C@H]1C[C@@H](CC2=CC=C3[C@@H]4CC=C([C@H](C)SC(=O)OC5=CC=CC=C5)[C@]4(CC[C@@H]3[C@@]12C)C)O (1α-(tert-butyldimethylsilyloxy)-3β-hydroxy-20(S)-phenoxycarbonylthiopregna-5,7,16-triene), BrC/C=C/C(CC)(O)CC ((E)-6-bromo-3-ethyl-4-hexen-3-ol), O1CCCC1 (tetrahydrofuran), [OH-].[K+] (KOH). Run in CO (methanol). Yields the product [Si](C)(C)(C(C)(C)C)O[C@H]1C[C@@H](CC2=CC=C3[C@@H]4CC=C([C@H](C)SC\C=C\C(CC)(O)CC)[C@]4(CC[C@@H]3[C@@]12C)C)O (1α-(tert-Butyldimethylsilyloxy)-3β-hydroxy-20(S)-{(E)-4-ethyl-4-hydroxy-2-hexenylthio}pregna-5,7,16-triene). Yield: 84.3%. Reaction SMILES: [Si:1]([O:8][C@@H:9]1[C@@:37]2([CH3:38])[C:13](=[CH:14][CH:15]=[C:16]3[C@@H:36]2[CH2:35][CH2:34][C@@:33]2([CH3:39])[C@H:17]3[CH2:18][CH:19]=[C:20]2[C@@H:21]([S:23]C(OC2C=CC=CC=2)=O)[CH3:22])[CH2:12][C@@H:11]([OH:40])[CH2:10]1)([C:4]([CH3:7])([CH3:6])[CH3:5])([CH3:3])[CH3:2].Br[CH2:42]/[CH:43]=[CH:44]/[C:45]([CH2:49][CH3:50])([OH:48])[CH2:46][CH3:47].O1CCCC1.[OH-].[K+]>CO>[Si:1]([O:8][C@@H:9]1[C@@:37]2([CH3:38])[C:13](=[CH:14][CH:15]=[C:16]3[C@@H:36]2[CH2:35][CH2:34][C@@:33]2([CH3:39])[C@H:17]3[CH2:18][CH:19]=[C:20]2[C@@H:21]([S:23][CH2:42]/[CH:43]=[CH:44]/[C:45]([CH2:49][CH3:50])([OH:48])[CH2:46][CH3:47])[CH3:22])[CH2:12][C@@H:11]([OH:40])[CH2:10]1)([C:4]([CH3:7])([CH3:5])[CH3:6])([CH3:3])[CH3:2] |f:3.4|. Reported procedure: Under the same conditions as in Example 3, 1α-(tert-butyldimethylsilyloxy)-3β-hydroxy-20(S)-phenoxycarbonylthiopregna-5,7,16-triene (33.1 mg, 0.0570 mmol), (E)-6-bromo-3-ethyl-4-hexen-3-ol (47.4 mg, 0.229 mmol), tetrahydrofuran (0.5 ml) and 1M KOH solution in methanol (0.5 ml) were reacted and worked up, and then the residue was purified by preparative thin layer chromatography (0.5 mm×1, dichloromethane:ethyl acetate=5:1, developed twice) to give the title compound as a colorless oil (28.2 mg, ...